Task: describe an organic reaction: reactants, conditions, products, and yield. Dataset: the Open Reaction Database (ORD), a public repository of structured organic reaction records The reactants are [C-]#N, [C-]#N, COC(=O)COc1ccc(Cl)c2nc(OS(=O)(=O)C(F)(F)F)c(Cc3ccc(S(C)(=O)=O)cc3)c(C)c12, CN(C)C=O, [Cl-], [Li+], O, [Zn+2], c1ccc(P(c2ccccc2)(c2ccccc2)[Pd](P(c2ccccc2)(c2ccccc2)c2ccccc2)(P(c2ccccc2)(c2ccccc2)c2ccccc2)P(c2ccccc2)(c2ccccc2)c2ccccc2)cc1. Yields the product COC(=O)COc1ccc(Cl)c2nc(C#N)c(Cc3ccc(S(C)(=O)=O)cc3)c(C)c12. Reaction SMILES: [C-:46]#[N:47].[C-:49]#[N:50].[CH3:1][O:2][C:3]([CH2:4][O:5][c:6]1[c:7]2[c:8]([CH3:36])[c:9]([CH2:25][c:26]3[cH:27][cH:28][c:29]([S:32](=[O:33])(=[O:34])[CH3:35])[cH:30][cH:31]3)[c:10]([O:17][S:18]([C:19]([F:20])([F:21])[F:22])(=[O:23])=[O:24])[n:11][c:12]2[c:13]([Cl:16])[cH:14][cH:15]1)=[O:37].[CH3:40][N:41]([CH3:42])[CH:43]=[O:44].[Cl-:39].[Li+:38].[OH2:45].[Zn+2:48].[cH:51]1[cH:52][cH:53][c:54]([P:55]([Pd:56]([P:57]([c:58]2[cH:59][cH:60][cH:61][cH:62][cH:63]2)([c:64]2[cH:65][cH:66][cH:67][cH:68][cH:69]2)[c:70]2[cH:71][cH:72][cH:73][cH:74][cH:75]2)([P:76]([c:77]2[cH:78][cH:79][cH:80][cH:81][cH:82]2)([c:83]2[cH:84][cH:85][cH:86][cH:87][cH:88]2)[c:89]2[cH:90][cH:91][cH:92][cH:93][cH:94]2)[P:95]([c:96]2[cH:97][cH:98][cH:99][cH:100][cH:101]2)([c:102]2[cH:103][cH:104][cH:105][cH:106][cH:107]2)[c:108]2[cH:109][cH:110][cH:111][cH:112][cH:113]2)([c:114]2[cH:115][cH:116][cH:117][cH:118][cH:119]2)[c:120]2[cH:121][cH:122][cH:123][cH:124][cH:125]2)[cH:126][cH:127]1>>[CH3:1][O:2][C:3]([CH2:4][O:5][c:6]1[c:7]2[c:8]([CH3:36])[c:9]([CH2:25][c:26]3[cH:27][cH:28][c:29]([S:32](=[O:33])(=[O:34])[CH3:35])[cH:30][cH:31]3)[c:10]([C:40]#[N:41])[n:11][c:12]2[c:13]([Cl:16])[cH:14][cH:15]1)=[O:37].